The task is: describe an organic reaction: reactants, conditions, products, and yield. This data is from the Open Reaction Database (ORD), a public repository of structured organic reaction records. Reactants: BrC=1C=C(C=NC1)O (5-bromo-pyridin-3-ol), ClC(C)C (2-chloro-propane). The product is BrC=1C=NC=C(C1)OC(C)C (3-Bromo-5-isopropoxy-pyridine). As a reaction SMILES: [Br:1][C:2]1[CH:3]=[C:4]([OH:8])[CH:5]=[N:6][CH:7]=1.Cl[CH:10]([CH3:12])[CH3:11]>>[Br:1][C:2]1[CH:7]=[N:6][CH:5]=[C:4]([O:8][CH:10]([CH3:12])[CH3:11])[CH:3]=1. Procedure details: Prepared according to the procedure described in Example 167, Step 1, using 5-bromo-pyridin-3-ol and 2-chloro-propane.